This data is from the Open Reaction Database (ORD), a public repository of structured organic reaction records. The task is: describe an organic reaction: reactants, conditions, products, and yield Reactants: [Al+3], O=C1NC(Cc2ccccc2)C(=O)N1C1CCN(Cc2ccccc2)CC1, [H-], [H-], [H-], [H-], [Li+], C1CCOC1. Yields the product O=C1NC(Cc2ccccc2)CN1C1CCN(Cc2ccccc2)CC1. Reaction SMILES: [Al+3:2].[CH2:7]([c:8]1[cH:9][cH:10][cH:11][cH:12][cH:13]1)[CH:14]1[C:15](=[O:33])[N:16]([CH:20]2[CH2:21][CH2:22][N:23]([CH2:26][c:27]3[cH:28][cH:29][cH:30][cH:31][cH:32]3)[CH2:24][CH2:25]2)[C:17](=[O:19])[NH:18]1.[H-:1].[H-:4].[H-:5].[H-:6].[Li+:3].[O:34]1[CH2:35][CH2:36][CH2:37][CH2:38]1>>[CH2:7]([c:8]1[cH:9][cH:10][cH:11][cH:12][cH:13]1)[CH:14]1[CH2:15][N:16]([CH:20]2[CH2:21][CH2:22][N:23]([CH2:26][c:27]3[cH:28][cH:29][cH:30][cH:31][cH:32]3)[CH2:24][CH2:25]2)[C:17](=[O:19])[NH:18]1.